This data is from the Open Reaction Database (ORD), a public repository of structured organic reaction records. The task is: describe an organic reaction: reactants, conditions, products, and yield Starting materials: C1(CC1)N1C=C(C(C2=C(C(=C(C(=C12)F)F)F)N)=O)C(=O)O (1-cyclopropyl-5-amino-6,7,8-trifluoro-1,4- dihydro-4-oxoquinoline-3-carboxylic acid), COC1=C2CNCC2=CC=C1 (4-methoxyisoindoline), C1CCC2=NCCCN2CC1 (DBU). The solvent is CN(C)C=O (DMF). Yields the product COC1=C2CN(CC2=CC=C1)C1=C(C(=C2C(C(=CN(C2=C1F)C1CC1)C(=O)O)=O)N)F (7-(4-methoxy-2-isoindolinyl)-1-cyclopropyl-5-amino-6,8- difluoro-1,4-dihydro-4-oxoquinoline-3-carboxylic acid). The yield is 61.1%. Reaction SMILES: [CH:1]1([N:4]2[C:13]3[C:8](=[C:9]([NH2:17])[C:10]([F:16])=[C:11](F)[C:12]=3[F:14])[C:7](=[O:18])[C:6]([C:19]([OH:21])=[O:20])=[CH:5]2)[CH2:3][CH2:2]1.[CH3:22][O:23][C:24]1[CH:32]=[CH:31][CH:30]=[C:29]2[C:25]=1[CH2:26][NH:27][CH2:28]2.C1CCN2C(=NCCC2)CC1>CN(C=O)C>[CH3:22][O:23][C:24]1[CH:32]=[CH:31][CH:30]=[C:29]2[C:25]=1[CH2:26][N:27]([C:11]1[C:12]([F:14])=[C:13]3[C:8]([C:7](=[O:18])[C:6]([C:19]([OH:21])=[O:20])=[CH:5][N:4]3[CH:1]3[CH2:3][CH2:2]3)=[C:9]([NH2:17])[C:10]=1[F:16])[CH2:28]2. Procedure: 4.16 g of 1-cyclopropyl-5-amino-6,7,8-trifluoro-1,4- dihydro-4-oxoquinoline-3-carboxylic acid, 2.5 g of 4-methoxyisoindoline, 6.4 g of DBU, and 28 ml of anhydrous DMF were processed in the same manner as in Example 20 to produce 3.64 g of the target compound. Starting materials: Cl (HCl), C1(CCC(=O)O1)=O (succinic anhydride), C1(=CC=CC=C1)SC (thioanisole), [Cl-].[Al+3].[Cl-].[Cl-] (aluminium chloride). The solvent is ClCC(Cl)(Cl)Cl (tetrachloroethane). Conditions: temperature 60 celsius. Yields the product CSC1=CC=C(C=C1)C(CCC(=O)O)=O (4-[4-(Methylthio)phenyl]-4-oxobutanoic acid). As a reaction SMILES: [C:1]1(=[O:7])[O:6][C:4](=[O:5])[CH2:3][CH2:2]1.[C:8]1([S:14][CH3:15])[CH:13]=[CH:12][CH:11]=[CH:10][CH:9]=1.[Cl-].[Al+3].[Cl-].[Cl-].Cl>ClCC(Cl)(Cl)Cl>[CH3:15][S:14][C:8]1[CH:13]=[CH:12][C:11]([C:1](=[O:7])[CH2:2][CH2:3][C:4]([OH:6])=[O:5])=[CH:10][CH:9]=1 |f:2.3.4.5|. Procedure: In a 500 ml flask with a ground neck, 0.17 mol of succinic anhydride is added to a solution of 0.17 mol of thioanisole in 140 ml of tetrachloroethane. The mixture is cooled with the aid of an ice bath, and 0.34 mol of aluminium chloride is added in small portions. The mixture is then heated at 60° C. for 3 hours. The reaction mixture is then cooled, poured into ice-cold water and acidified with 3M HCl solution. The precipitate formed is filtered off under suction, washed with cyclohexane and rec... The reactants are O=P12OP3(=O)OP(=O)(O1)OP(=O)(O2)O3 (phosphorus pentoxide), CS(=O)(=O)O (methanesulfonic acid), C1(=CC=CC=C1)S(=O)C1=CC=CC=C1 (diphenyl sulfoxide), C(CCC)OC1=CC=CC=C1 (n-butoxybenzene). Run in ice water. Product: CS(=O)(=O)[O-].C(CCC)O[SH+](C1=CC=CC=C1)(C1=CC=CC=C1)C1=CC=CC=C1 (butoxyphenyldiphenylsulfoniummethane sulfonate). Reaction SMILES: O=P12OP3(OP(OP(O3)(O1)=O)(=O)O2)=O.[CH3:15][S:16]([OH:19])(=[O:18])=[O:17].[C:20]1([S:26]([C:28]2[CH:33]=[CH:32][CH:31]=[CH:30][CH:29]=2)=[O:27])[CH:25]=[CH:24][CH:23]=[CH:22][CH:21]=1.C(O[C:39]1[CH:44]=[CH:43][CH:42]=[CH:41][CH:40]=1)CCC>>[CH3:15][S:16]([O-:19])(=[O:18])=[O:17].[CH2:25]([O:27][SH+:26]([C:39]1[CH:44]=[CH:43][CH:42]=[CH:41][CH:40]=1)([C:28]1[CH:33]=[CH:32][CH:31]=[CH:30][CH:29]=1)[C:20]1[CH:21]=[CH:22][CH:23]=[CH:24][CH:25]=1)[CH2:20][CH2:21][CH3:22] |f:4.5|. Procedure: 7 g of phosphorus pentoxide and 70 g of methanesulfonic acid were mixed while stirring, dissolved and then stirred at room temperature. Thereto, 25 g (0.124 mol) of diphenyl sulfoxide and 20.4 g (0.136 mol) of n-butoxybenzene were added while stirring and stirred at 50° C. for 4 hours. The reaction solution obtained was poured into 500 ml of ice water, washed twice with 150 ml of toluene and rendered to be alkalescent by tetramethylammonium hydroxide, thereby obtaining an aqueous solution of but... Reactants: C1CCC2=NCCCN2CC1, CN1CCCC1=O, CC(C)n1cnc2c(Nc3cccc([N+](=O)[O-])c3)nc(Cl)nc21, CC(C)C(N)CO, O. The product is CC(C)C(CO)Nc1nc(Nc2cccc([N+](=O)[O-])c2)c2ncn(C(C)C)c2n1. Reaction SMILES: [CH2:31]1[CH2:32][CH2:33][C:34]2=[N:39][CH2:38][CH2:37][CH2:36][N:35]2[CH2:40][CH2:41]1.[CH3:42][N:43]1[CH2:44][CH2:45][CH2:46][C:47]1=[O:48].[Cl:1][c:2]1[n:3][c:4]([NH:14][c:15]2[cH:16][c:17]([N+:21](=[O:22])[O-:23])[cH:18][cH:19][cH:20]2)[c:5]2[n:6][cH:7][n:8]([CH:11]([CH3:12])[CH3:13])[c:9]2[n:10]1.[NH2:24][CH:25]([CH:26]([CH3:27])[CH3:28])[CH2:29][OH:30].[OH2:49]>>[c:2]1([NH:24][CH:25]([CH:26]([CH3:27])[CH3:28])[CH2:29][OH:30])[n:3][c:4]([NH:14][c:15]2[cH:16][c:17]([N+:21](=[O:22])[O-:23])[cH:18][cH:19][cH:20]2)[c:5]2[n:6][cH:7][n:8]([CH:11]([CH3:12])[CH3:13])[c:9]2[n:10]1. Reactants: C1(=CC=C(C=C1)S(=O)(=O)[O-])C.[NH+]1=CC=CC=C1 (Pyridinium p-toluenesulfonate), C(C)(=O)OC\1C(CCC(CC(=O)OC(C(/C=C1)C)\C(=C\C=C\C(CC1C(C(C(CC)OC(COCC)=O)C)O1)C)\C)O)(C)OC(C)OCC ((8E,12E,14E)-7-acetoxy-21-ethoxyacetoxy-6-(1-ethoxyethoxy)-3-hydroxy-6,10,12,16,20-pentamethyl-18,19-epoxytricosa-8,12,14-trien-11-olide). Solvent: CO (methanol), C(C)(=O)OCC (ethyl acetate). Reaction conditions: time 1 hour. Product: C(C)(=O)OC\1C(CCC(CC(=O)OC(C(/C=C1)C)\C(=C\C=C\C(CC1C(C(C(CC)OC(COCC)=O)C)O1)C)\C)O)(C)O ((8E,12E,14E)-7-Acetoxy-21-ethoxyacetoxy-3,6-dihydroxy-6,10,12,16,20-pentamethyl-18,19-epoxytricosa-8,12,14-trien-11-olide). Yield: 53.5%. Reaction SMILES: C1(C)C=CC(S([O-])(=O)=O)=CC=1.[NH+]1C=CC=CC=1.[C:18]([O:21][CH:22]1[C:23]([O:61]C(OCC)C)([CH3:60])[CH2:24][CH2:25][CH:26]([OH:59])[CH2:27][C:28]([O:30][CH:31](/[C:36](/[CH3:58])=[CH:37]/[CH:38]=[CH:39]/[CH:40]([CH3:57])[CH2:41][CH:42]2[O:56][CH:43]2[CH:44]([CH3:55])[CH:45]([O:48][C:49](=[O:54])[CH2:50][O:51][CH2:52][CH3:53])[CH2:46][CH3:47])[CH:32]([CH3:35])[CH:33]=[CH:34]1)=[O:29])(=[O:20])[CH3:19]>CO.C(OCC)(=O)C>[C:18]([O:21][CH:22]1[C:23]([OH:61])([CH3:60])[CH2:24][CH2:25][CH:26]([OH:59])[CH2:27][C:28]([O:30][CH:31](/[C:36](/[CH3:58])=[CH:37]/[CH:38]=[CH:39]/[CH:40]([CH3:57])[CH2:41][CH:42]2[O:56][CH:43]2[CH:44]([CH3:55])[CH:45]([O:48][C:49](=[O:54])[CH2:50][O:51][CH2:52][CH3:53])[CH2:46][CH3:47])[CH:32]([CH3:35])[CH:33]=[CH:34]1)=[O:29])(=[O:20])[CH3:19] |f:0.1|. Reported procedure: Pyridinium p-toluenesulfonate (29 mg, 0.12 mmol) was added to a solution of (8E,12E,14E)-7-acetoxy-21-ethoxyacetoxy-6-(1-ethoxyethoxy)-3-hydroxy-6,10,12,16,20-pentamethyl-18,19-epoxytricosa-8,12,14-trien-11-olide (8.0 mg, 0.012 mmol) in methanol (1.0 mL) at room temperature, followed by stirring at the same temperature for one hour. After the reaction mixture was diluted with ethyl acetate, it was washed with brine, dried over anhydrous magnesium sulfate and evaporated. The resulting crude produ... Starting materials: [Si](C)(C)(C(C)(C)C)OCCC1CN(CCC1)C1=NC(=C(N=C1)C1=CC=CC=C1)C1=CC=CC=C1 (3-[2-(tert-butyldimethylsilyloxy)ethyl]-1-(5,6-diphenylpyrazin-2-yl)piperidine). Run in O1CCCC1 (tetrahydrofuran), [F-].C(CCC)[N+](CCCC)(CCCC)CCCC (tetra-n-butylammonium fluoride), O1CCCC1 (tetrahydrofuran). Run at time 2 hour. Yields the product C1(=CC=CC=C1)C=1N=CC(=NC1C1=CC=CC=C1)N1CC(CCC1)CCO ((±)-2-[1-(5,6-diphenylpyrazin-2-yl)piperidin-3-yl]ethanol). Yield: 84.6%. Reaction SMILES: [Si]([O:8][CH2:9][CH2:10][CH:11]1[CH2:16][CH2:15][CH2:14][N:13]([C:17]2[CH:22]=[N:21][C:20]([C:23]3[CH:28]=[CH:27][CH:26]=[CH:25][CH:24]=3)=[C:19]([C:29]3[CH:34]=[CH:33][CH:32]=[CH:31][CH:30]=3)[N:18]=2)[CH2:12]1)(C(C)(C)C)(C)C>O1CCCC1.[F-].C([N+](CCCC)(CCCC)CCCC)CCC>[C:23]1([C:20]2[N:21]=[CH:22][C:17]([N:13]3[CH2:14][CH2:15][CH2:16][CH:11]([CH2:10][CH2:9][OH:8])[CH2:12]3)=[N:18][C:19]=2[C:29]2[CH:34]=[CH:33][CH:32]=[CH:31][CH:30]=2)[CH:24]=[CH:25][CH:26]=[CH:27][CH:28]=1 |f:2.3|. Procedure: To a solution of 1.20 g of 3-[2-(tert-butyldimethylsilyloxy)ethyl]-1-(5,6-diphenylpyrazin-2-yl)piperidine in 6 ml of tetrahydrofuran, 5.0 ml of 1M tetra-n-butylammonium fluoride in tetrahydrofuran was added. After stirring at room temperature for 2 hours, the solvent was evaporated under reduced pressure. The residue was purified by silica gel column chromatography to obtain 0.77 g of the desired compound as a pale yellow amorphous. Reaction conditions: temperature 2.5 celsius. Reaction SMILES: [C:1]([C:10]1[CH:15]=[CH:14][CH:13]=[CH:12][CH:11]=1)(=O)[CH2:2][CH2:3][CH2:4][CH2:5][CH2:6][CH2:7][CH3:8].C([SiH](CC)CC)C.[Cl-].[Al+3].[Cl-].[Cl-].Cl[CH2:28][CH2:29][C:30](Cl)=[O:31].[N:33]([O-:35])=[O:34].[Na+]>ClCCl.[Ti](Cl)(Cl)(Cl)Cl.C(OCC)(=O)C.O.CN(C)C=O>[N+:33]([CH2:28][CH2:29][C:30]([C:13]1[CH:14]=[CH:15][C:10]([CH2:1][CH2:2][CH2:3][CH2:4][CH2:5][CH2:6][CH2:7][CH3:8])=[CH:11][CH:12]=1)=[O:31])([O-:35])=[O:34] |f:2.3.4.5,7.8|. The reagents and catalysts are [Ti](Cl)(Cl)(Cl)Cl (titanium tetrachloride). Procedure: Octanophenone (250 g) and dichloromethane (1250 mL) are charged into a round bottom flask at 25-30° C. and stirred. The mixture is cooled to −10° C. to −5° C. and triethylsilane (327.9 g) is added. A solution of titanium tetrachloride (244.1 g) in dichloromethane (1250 mL) is added over a period of 15 minutes and the obtained reaction mixture is maintained at 0-5° C. for 3 hours. The reaction mixture is filtered through a hyflo bed, washed with dichloromethane (500 mL) and the filtrate obtained ... Product: [N+](=O)([O-])CCC(=O)C1=CC=C(C=C1)CCCCCCCC (3-nitro-1-(4-octylphenyl)propan-1-one). The reactants are N(=O)[O-].[Na+] (Sodium nitrite), ClCCC(=O)Cl (3-chloropropionyl chloride), C(C)[SiH](CC)CC (triethylsilane), [Cl-].[Al+3].[Cl-].[Cl-] (aluminium chloride), C(CCCCCCC)(=O)C1=CC=CC=C1 (Octanophenone). Solvent: ClCCl (dichloromethane), CN(C=O)C (dimethyl formamide), C(C)(=O)OCC (ethyl acetate), O (Water), O (Water), ClCCl (dichloromethane), ClCCl (dichloromethane).